Dataset: the Open Reaction Database (ORD), a public repository of structured organic reaction records. Task: describe an organic reaction: reactants, conditions, products, and yield Procedure: 2-Chloro-6-fluoro-3-(propylsulfonamido)benzoic acid (75.7 mg, 0.256 mmol) in N,N-dimethylformamide (2.5 mL) was sequentially treated with 3-methoxy-1H-pyrazolo[3,4-b]pyridin-5-amine (46.2 mg, 0.282 mmol), EDCI (54.0 mg, 0.282 mmol), and HOBt (38.0 mg, 0.282 mmol). The reaction mixture was allowed to stir at ambient temperature for 24 hours. The mixture was then diluted with ethyl acetate and washed with water (4×), sodium bicarbonate (2×), and brine, dried over sodium sulfate and concentrated. T... The reactants are ClC1=C(C(=O)O)C(=CC=C1NS(=O)(=O)CCC)F (2-Chloro-6-fluoro-3-(propylsulfonamido)benzoic acid), COC1=NNC2=NC=C(C=C21)N (3-methoxy-1H-pyrazolo[3,4-b]pyridin-5-amine), CCN=C=NCCCN(C)C (EDCI), C=1C=CC2=C(C1)N=NN2O (HOBt). Yield: 15.9%. Solvent: C(C)(=O)OCC (ethyl acetate), CN(C=O)C (N,N-dimethylformamide). Conditions: time 24 hour. Yields the product ClC1=C(C(=O)NC=2C=C3C(=NC2)NN=C3OC)C(=CC=C1NS(=O)(=O)CCC)F (2-chloro-6-fluoro-N-(3-methoxy-1H-pyrazolo[3,4-b]pyridin-5-yl)-3-(propylsulfonamido)benzamide). Reaction SMILES: [Cl:1][C:2]1[C:10]([NH:11][S:12]([CH2:15][CH2:16][CH3:17])(=[O:14])=[O:13])=[CH:9][CH:8]=[C:7]([F:18])[C:3]=1[C:4]([OH:6])=O.[CH3:19][O:20][C:21]1[C:29]2[C:24](=[N:25][CH:26]=[C:27]([NH2:30])[CH:28]=2)[NH:23][N:22]=1.CCN=C=NCCCN(C)C.C1C=CC2N(O)N=NC=2C=1>CN(C)C=O.C(OCC)(=O)C>[Cl:1][C:2]1[C:10]([NH:11][S:12]([CH2:15][CH2:16][CH3:17])(=[O:14])=[O:13])=[CH:9][CH:8]=[C:7]([F:18])[C:3]=1[C:4]([NH:30][C:27]1[CH:28]=[C:29]2[C:21]([O:20][CH3:19])=[N:22][NH:23][C:24]2=[N:25][CH:26]=1)=[O:6]. Starting materials: CC(C)(C)c1ccc(-c2ccc(C(=O)CCC(=O)O)cc2)cc1, CCO, Cl, NO, [Na+], [Na+], O=C([O-])[O-]. Yields the product CC(C)(C)c1ccc(-c2ccc(C(CCC(=O)O)=NO)cc2)cc1. RXN SMILES: [C:1]([CH3:2])([CH3:3])([CH3:4])[c:5]1[cH:6][cH:7][c:8](-[c:11]2[cH:12][cH:13][c:14]([C:17]([CH2:18][CH2:19][C:20](=[O:21])[OH:22])=[O:23])[cH:15][cH:16]2)[cH:9][cH:10]1.[CH3:33][CH2:34][OH:35].[ClH:24].[NH2:25][OH:26].[Na+:27].[Na+:28].[O-:29][C:30](=[O:31])[O-:32]>>[C:1]([CH3:2])([CH3:3])([CH3:4])[c:5]1[cH:6][cH:7][c:8](-[c:11]2[cH:12][cH:13][c:14]([C:17]([CH2:18][CH2:19][C:20](=[O:21])[OH:22])=[N:25][OH:26])[cH:15][cH:16]2)[cH:9][cH:10]1.